Dataset: the Open Reaction Database (ORD), a public repository of structured organic reaction records. Task: describe an organic reaction: reactants, conditions, products, and yield The reactants are (o-trifluoromethyl)acetophenone, C=1C=CC2=C(C1)N=NN2O (HOBt), Cl.NCC(=O)N1CCC(CC1)OC1=CC(=CC=C1)C(F)(F)F (2-amino-1-[4-(3-trifluoromethyl-phenoxy)-piperidin-1-yl]-ethanone hydrochloride), CCN(C(C)C)C(C)C (DIPEA), FC(C1=C(C=CC=C1)C1=CC(=NN1)C(=O)O)(F)F (5-(2-trifluoromethyl-phenyl)-1H-pyrazole-3-carboxylic acid), Intermediate 29, CCN=C=NCCCN(C)C.Cl (EDCI.HCl). Solvent: CN(C)C=O (DMF), O (water). Conditions: time 8 hour. Product: O=C(CNC(=O)C1=NNC(=C1)C1=C(C=CC=C1)C(F)(F)F)N1CCC(CC1)OC1=CC(=CC=C1)C(F)(F)F (5-(2-trifluoromethyl-phenyl)-1H-pyrazole-3-carboxylic acid {2-oxo-2-[4-(3-trifluoromethyl-phenoxy)-piperidin-1-yl]-ethyl}-amide). The yield is 56.0%. RXN SMILES: CCN(C(C)C)C(C)C.[F:10][C:11]([F:27])([F:26])[C:12]1[CH:17]=[CH:16][CH:15]=[CH:14][C:13]=1[C:18]1[NH:22][N:21]=[C:20]([C:23]([OH:25])=O)[CH:19]=1.C1C=CC2N(O)N=NC=2C=1.CCN=C=NCCCN(C)C.Cl.Cl.[NH2:51][CH2:52][C:53]([N:55]1[CH2:60][CH2:59][CH:58]([O:61][C:62]2[CH:67]=[CH:66][CH:65]=[C:64]([C:68]([F:71])([F:70])[F:69])[CH:63]=2)[CH2:57][CH2:56]1)=[O:54]>CN(C=O)C.O>[O:54]=[C:53]([N:55]1[CH2:56][CH2:57][CH:58]([O:61][C:62]2[CH:67]=[CH:66][CH:65]=[C:64]([C:68]([F:71])([F:69])[F:70])[CH:63]=2)[CH2:59][CH2:60]1)[CH2:52][NH:51][C:23]([C:20]1[CH:19]=[C:18]([C:13]2[CH:14]=[CH:15][CH:16]=[CH:17][C:12]=2[C:11]([F:10])([F:27])[F:26])[NH:22][N:21]=1)=[O:25] |f:3.4,5.6|. Procedure details: DIPEA (76 mg, 0.59 mmol) was added to a stirred solution of 5-(2-trifluoromethyl-phenyl)-1H-pyrazole-3-carboxylic acid (43 mg, 0.167 mmol) (prepared by the method used for the synthesis of Intermediate 29, starting from (o-trifluoromethyl)acetophenone) in DMF (2 mL) followed by HOBt (24 mg, 0.176 mmol) and EDCI.HCl (34 mg, 0.176 mmol). After 2 minutes 2-amino-1-[4-(3-trifluoromethyl-phenoxy)-piperidin-1-yl]-ethanone hydrochloride (prepared according to Step 1 and 5 of the General Scheme) (0.057 ... Starting materials: CC(=O)Nc1cccc(-c2cnc(N(C)C)nc2)c1, O=[N+]([O-])c1cc(-n2cccc2)ccc1F. RXN SMILES: [C:16](=[O:17])([CH3:18])[NH:19][c:20]1[cH:21][c:22](-[c:26]2[cH:27][n:28][c:29]([N:32]([CH3:33])[CH3:34])[n:30][cH:31]2)[cH:23][cH:24][cH:25]1.[N+:1](=[O:2])([O-:3])[c:4]1[c:5]([F:15])[cH:6][cH:7][c:8](-[n:10]2[cH:11][cH:12][cH:13][cH:14]2)[cH:9]1>>[N+:1](=[O:2])([O-:3])[c:4]1[c:5]([NH:19][c:20]2[cH:21][c:22](-[c:26]3[cH:27][n:28][c:29]([N:32]([CH3:33])[CH3:34])[n:30][cH:31]3)[cH:23][cH:24][cH:25]2)[cH:6][cH:7][c:8](-[n:10]2[cH:11][cH:12][cH:13][cH:14]2)[cH:9]1. Product: CN(C)c1ncc(-c2cccc(Nc3ccc(-n4cccc4)cc3[N+](=O)[O-])c2)cn1. Starting materials: N1C=NC=C1 (imidazole), C(OC(Cl)(Cl)Cl)(OC(Cl)(Cl)Cl)=O (bis (trichloromethyl) carbonate). Yields the product C(=O)(C=1NC=CN1)C=1NC=CN1 (carbonyl diimidazole), Cl.N1C=NC=C1 (imidazole hydrochloride). As a reaction SMILES: [NH:1]1[CH:5]=[CH:4][N:3]=[CH:2]1.[C:6](=[O:17])(OC(Cl)(Cl)Cl)OC(Cl)(Cl)[Cl:9]>>[C:6]([C:2]1[NH:1][CH:5]=[CH:4][N:3]=1)([C:2]1[NH:1][CH:5]=[CH:4][N:3]=1)=[O:17].[ClH:9].[NH:1]1[CH:5]=[CH:4][N:3]=[CH:2]1 |f:3.4|. Procedure details: Reaction of imidazole with bis (trichloromethyl) carbonate produces carbonyl diimidazole and crystalline imidazole hydrochloride. Insoluble imidazole hydrochloride is removed from the reaction mixture quantitatively by filtration and the carbonyl diimidazole is recovered by removing the solvent or crystallization under cooling or a combination thereof. Isolated yield 39.7%. Product: N (ammonia), C(C1=CC=CC=C1)N1[C@H](C[C@@H](CC1)C)CN ([(2R,4R)-1-Benzyl-4-methylpiperidinyl]methylamine). The reactants are [H-].[Al+3].[Li+].[H-].[H-].[H-] (Lithium aluminum hydride), C(C1=CC=CC=C1)N1[C@H](C[C@@H](CC1)C)C(=O)N ((2R,4R)-1-benzyl-4-methyl-2-piperidinecarboxamide), O (water), [OH-].[Na+] (NaOH), O (water). Procedure details: Lithium aluminum hydride (9.2 ml, 1M in tetrahydrofuran, 9.2 mmol) was added to a solution of (2R,4R)-1-benzyl-4-methyl-2-piperidinecarboxamide (preparation 86) (3.5 g, 15.0 mmol) in tetrahydrofuran (60 ml), and the reaction heated under reflux overnight. The reaction was cooled in an ice-bath, water (0.4 ml), 15% NaOH solution (0.4 ml), and water (1.2 ml) were added consecutively, and the resulting precipitate filtered off. The filtrate was concentrated under reduced pressure, re-dissolved in d... Reaction SMILES: [H-].[Al+3].[Li+].[H-].[H-].[H-].[CH2:7]([N:14]1[CH2:19][CH2:18][C@@H:17]([CH3:20])[CH2:16][C@@H:15]1[C:21]([NH2:23])=O)[C:8]1[CH:13]=[CH:12][CH:11]=[CH:10][CH:9]=1.O.[OH-].[Na+]>O1CCCC1>[NH3:14].[CH2:7]([N:14]1[CH2:19][CH2:18][C@@H:17]([CH3:20])[CH2:16][C@@H:15]1[CH2:21][NH2:23])[C:8]1[CH:13]=[CH:12][CH:11]=[CH:10][CH:9]=1 |f:0.1.2.3.4.5,8.9|. Solvent: O1CCCC1 (tetrahydrofuran). Starting materials: CCO, [Cl-], CC(F)(F)c1csc(Cn2ncc([N+](=O)[O-])n2)n1, [Fe], N#N, [NH4+], O. The product is CC(F)(F)c1csc(Cn2ncc(N)n2)n1. Reaction SMILES: [CH3:23][CH2:24][OH:25].[Cl-:21].[F:3][C:4]([CH3:5])([F:6])[c:7]1[n:8][c:9]([CH2:12][n:13]2[n:14][cH:15][c:16]([N+:18]([O-:19])=[O:20])[n:17]2)[s:10][cH:11]1.[Fe:27].[N:1]#[N:2].[NH4+:22].[OH2:26]>>[F:3][C:4]([CH3:5])([F:6])[c:7]1[n:8][c:9]([CH2:12][n:13]2[n:14][cH:15][c:16]([NH2:18])[n:17]2)[s:10][cH:11]1. Reactants: C1CCC2=NCCCN2CC1, COS(=O)(=O)OC, CCOC(C)=O, Cl, CC(=O)Oc1ccc(C(=O)OC2(C(=O)O)C(C)CC3C4CC(F)C5=CC(=O)C=CC5(C)C45OC5CC32C)o1. Yields the product COC(=O)C1(OC(=O)c2ccc(OC(C)=O)o2)C(C)CC2C3CC(F)C4=CC(=O)C=CC4(C)C34OC4CC21C. Reaction SMILES: [CH2:39]1[CH2:40][CH2:41][C:42]2=[N:47][CH2:46][CH2:45][CH2:44][N:43]2[CH2:48][CH2:49]1.[CH3:50][O:51][S:52]([O:53][CH3:54])(=[O:55])=[O:56].[CH3:57][CH2:58][O:59][C:60](=[O:61])[CH3:62].[ClH:63].[O:1]1[C:2]23[CH:3]1[CH2:4][C:5]1([CH3:38])[C:6]([C:23](=[O:24])[OH:25])([O:26][C:27](=[O:28])[c:29]4[o:30][c:31]([O:34][C:35]([CH3:36])=[O:37])[cH:32][cH:33]4)[CH:7]([CH3:22])[CH2:8][CH:9]1[CH:10]2[CH2:11][CH:12]([F:21])[C:13]1=[CH:14][C:15](=[O:20])[CH:16]=[CH:17][C:18]31[CH3:19]>>[O:1]1[C:2]23[CH:3]1[CH2:4][C:5]1([CH3:38])[C:6]([C:23](=[O:24])[O:25][CH3:39])([O:26][C:27](=[O:28])[c:29]4[o:30][c:31]([O:34][C:35]([CH3:36])=[O:37])[cH:32][cH:33]4)[CH:7]([CH3:22])[CH2:8][CH:9]1[CH:10]2[CH2:11][CH:12]([F:21])[C:13]1=[CH:14][C:15](=[O:20])[CH:16]=[CH:17][C:18]31[CH3:19]. Starting materials: O=C1N2[C@H](C=3N(C4=C1C=CC=C4)C=NC3C(=O)O)CC2 ((S)-9-oxo-12,12a-dihydro-9H,11H-azeto[2,1-c]imidazo[1,5-a][1,4]benzodiazepine-1-carboxylic acid), C(=O)(N1C=NC=C1)N1C=NC=C1 (1,1'-carbonyldiimidazole), N (ammonia). Run in CN(C=O)C (N,N-dimethylformamide). Run at time 30 minute. The product is O=C1N2[C@H](C=3N(C4=C1C=CC=C4)C=NC3C(=O)N)CC2 ((S)-9-oxo-12,12a-dihydro-9H,11H-azeto[2,1-c]imidazo[1,5-a][1,4]benzodiazepine-1-carboxamide). Isolated yield 69.7%. Reaction SMILES: [O:1]=[C:2]1[C:8]2[CH:9]=[CH:10][CH:11]=[CH:12][C:7]=2[N:6]2[CH:13]=[N:14][C:15]([C:16]([OH:18])=O)=[C:5]2[C@@H:4]2[CH2:19][CH2:20][N:3]12.C(N1C=CN=C1)([N:23]1C=CN=C1)=O.N>CN(C)C=O>[O:1]=[C:2]1[C:8]2[CH:9]=[CH:10][CH:11]=[CH:12][C:7]=2[N:6]2[CH:13]=[N:14][C:15]([C:16]([NH2:23])=[O:18])=[C:5]2[C@@H:4]2[CH2:19][CH2:20][N:3]12. Reported procedure: 192.4 g (714.6 mmol) of (S)-9-oxo-12,12a-dihydro-9H,11H-azeto[2,1-c]imidazo[1,5-a][1,4]benzodiazepine-1-carboxylic acid were suspended in 900 ml of N,N-dimethylformamide, treated at room temperature with 116 g (715 mmol) of 1,1'-carbonyldiimidazole and stirred at 50° for 30 minutes. 173 ml of 25% ammonia were added dropwise at 25°-30° within 30 minutes. After stirring for 30 minutes the reaction mixture was concentrated and the residue was dissolved in 500 ml of alcohol. After adding 250 ml of e... Reactants: Oc1nc(-c2ccc(Br)cc2)cc2ncccc12, COc1ccc(B(O)O)cc1, [Na+], [Na+], O=C([O-])[O-], CN(C)C=O, c1ccc(P(c2ccccc2)(c2ccccc2)[Pd](P(c2ccccc2)(c2ccccc2)c2ccccc2)(P(c2ccccc2)(c2ccccc2)c2ccccc2)P(c2ccccc2)(c2ccccc2)c2ccccc2)cc1. The product is COc1ccc(-c2ccc(-c3cc4ncccc4c(O)n3)cc2)cc1. As a reaction SMILES: [Br:1][c:2]1[cH:3][cH:4][c:5](-[c:8]2[n:9][c:10]([OH:18])[c:11]3[cH:12][cH:13][cH:14][n:15][c:16]3[cH:17]2)[cH:6][cH:7]1.[CH3:19][O:20][c:21]1[cH:22][cH:23][c:24]([B:27]([OH:28])[OH:29])[cH:25][cH:26]1.[Na+:30].[Na+:31].[O-:32][C:33](=[O:34])[O-:35].[O:36]=[CH:37][N:38]([CH3:39])[CH3:40].[cH:41]1[cH:42][cH:43][c:44]([P:45]([Pd:46]([P:47]([c:48]2[cH:49][cH:50][cH:51][cH:52][cH:53]2)([c:54]2[cH:55][cH:56][cH:57][cH:58][cH:59]2)[c:60]2[cH:61][cH:62][cH:63][cH:64][cH:65]2)([P:66]([c:67]2[cH:68][cH:69][cH:70][cH:71][cH:72]2)([c:73]2[cH:74][cH:75][cH:76][cH:77][cH:78]2)[c:79]2[cH:80][cH:81][cH:82][cH:83][cH:84]2)[P:85]([c:86]2[cH:87][cH:88][cH:89][cH:90][cH:91]2)([c:92]2[cH:93][cH:94][cH:95][cH:96][cH:97]2)[c:98]2[cH:99][cH:100][cH:101][cH:102][cH:103]2)([c:104]2[cH:105][cH:106][cH:107][cH:108][cH:109]2)[c:110]2[cH:111][cH:112][cH:113][cH:114][cH:115]2)[cH:116][cH:117]1>>[c:2]1(-[c:24]2[cH:23][cH:22][c:21]([O:20][CH3:19])[cH:26][cH:25]2)[cH:3][cH:4][c:5](-[c:8]2[n:9][c:10]([OH:18])[c:11]3[cH:12][cH:13][cH:14][n:15][c:16]3[cH:17]2)[cH:6][cH:7]1.